The task is: describe an organic reaction: reactants, conditions, products, and yield. This data is from the Open Reaction Database (ORD), a public repository of structured organic reaction records. Reactants: N1(CCCCC1)CC1=CC(=NC=C1)OC\C=C/CN (4-(4-piperidinomethyl-2-pyridyloxy) -cis-2-butenylamine), C1(=CC=CC=C1)C1=CC(=NO1)C(=O)O (5-phenyl-3-isoxazolecarboxylic acid). The product is C1(=CC=CC=C1)C1=CC(=NO1)C(=O)NC\C=C/COC1=NC=CC(=C1)CN1CCCCC1 (5-Phenyl-N-[4-(4-piperidinomethyl-2-pyridyloxy) -cis-2-butenyl]isoxazole-3-carboxamide). Yield: 50.0%. RXN SMILES: [N:1]1([CH2:7][C:8]2[CH:13]=[CH:12][N:11]=[C:10]([O:14][CH2:15]/[CH:16]=[CH:17]\[CH2:18][NH2:19])[CH:9]=2)[CH2:6][CH2:5][CH2:4][CH2:3][CH2:2]1.[C:20]1([C:26]2[O:30][N:29]=[C:28]([C:31](O)=[O:32])[CH:27]=2)[CH:25]=[CH:24][CH:23]=[CH:22][CH:21]=1>>[C:20]1([C:26]2[O:30][N:29]=[C:28]([C:31]([NH:19][CH2:18]/[CH:17]=[CH:16]\[CH2:15][O:14][C:10]3[CH:9]=[C:8]([CH2:7][N:1]4[CH2:6][CH2:5][CH2:4][CH2:3][CH2:2]4)[CH:13]=[CH:12][N:11]=3)=[O:32])[CH:27]=2)[CH:21]=[CH:22][CH:23]=[CH:24][CH:25]=1. Procedure details: Following a procedure similar to that described in Example 13, but using 4-(4-piperidinomethyl-2-pyridyloxy) -cis-2-butenylamine and 5-phenyl-3-isoxazolecarboxylic acid as starting materials, in relative proportions similar to those used in that Example, the title compound, melting at 105°-106° C., was obtained as colorless prisms in a 50% yield. Reactants: ClC1=CC=C(C=C1)C(C(=O)C(C(=O)OCC)C(=O)OCC)(C)C1=CC=C(C=C1)Cl (diethyl 2-(2,2-bis(4-chlorophenyl)propanoyl)malonate). Run in OS(=O)(=O)O (H2SO4). Run at time 15 minute. Product: ClC=1C=C2C(=C(C(C(C2=CC1)(C)C1=CC=C(C=C1)Cl)=O)C(=O)OCC)O (Ethyl 6-chloro-1-(4-chlorophenyl)-4-hydroxy-1-methyl-2-oxo-naphthalene-3-carboxylate). The yield is 81.0%. RXN SMILES: [Cl:1][C:2]1[CH:7]=[CH:6][C:5]([C:8]([C:23]2[CH:28]=[CH:27][C:26]([Cl:29])=[CH:25][CH:24]=2)([CH3:22])[C:9]([CH:11]([C:17]([O:19]CC)=O)[C:12]([O:14][CH2:15][CH3:16])=[O:13])=[O:10])=[CH:4][CH:3]=1>OS(O)(=O)=O>[Cl:29][C:26]1[CH:25]=[C:24]2[C:23](=[CH:28][CH:27]=1)[C:8]([C:5]1[CH:4]=[CH:3][C:2]([Cl:1])=[CH:7][CH:6]=1)([CH3:22])[C:9](=[O:10])[C:11]([C:12]([O:14][CH2:15][CH3:16])=[O:13])=[C:17]2[OH:19]. Reported procedure: A solution of diethyl 2-(2,2-bis(4-chlorophenyl)propanoyl)malonate (2.00 g, 4.57 mmol) in H2SO4, 36N (10.0 mL, 180 mmol) in a 500 mL round bottom flask was stirred at 25° C. for 30 minutes. The reaction was quenched by adding 400 mL of ice and 100 mL of EtOAc and then stirring for 15 minutes. The layers were separated, and the aqueous solution was extracted with EtOAc (2×100 mL). The combined organic layers were washed with brine (100 mL). The organic layer was then dried over MgSO4 and concentr... Starting materials: C(C=C)(=O)OCC12CC3(CC(CC(C1)C3)C2)O (1-acryloyloxymethyl-3-adamantanol), C(C)(=O)C12CC3(CC(CC(C1)C3)C2)O (1-acetyl-3-hydroxyadamantane). The product is C(C)(=O)C12CC3(CC(CC(C1)C3)C2)OC(C=C)=O (1-acety-3-acryloyloxyadamantane). Isolated yield 97.0%. As a reaction SMILES: [C:1](OCC12CC3CC(CC(O)(C3)C1)C2)(=[O:4])[CH:2]=[CH2:3].[C:18]([C:21]12[CH2:30][CH:25]3[CH2:26][CH:27]([CH2:29][C:23]([OH:31])([CH2:24]3)[CH2:22]1)[CH2:28]2)(=[O:20])[CH3:19]>>[C:18]([C:21]12[CH2:30][CH:25]3[CH2:26][CH:27]([CH2:29][C:23]([O:31][C:1](=[O:4])[CH:2]=[CH2:3])([CH2:24]3)[CH2:22]1)[CH2:28]2)(=[O:20])[CH3:19]. Procedure details: The reaction was conducted in the same manner as the step of Example 36 (2) except that 1-acetyl-3-hydroxyadamantane was used instead of the 1,3-dicarboxy-5-adamantanol, and, as a result, a 1-acety-3-acryloyloxyadamantane (yield: 97%, white solid) was obtained. Starting materials: P(=O)(Cl)(Cl)Cl (Phosphorus oxychloride), FC=1C=CC(=C(C1)N1N=CC2=C1N=CNC2=O)C (1-(5-fluoro-2-methylphenyl)-1H-pyrazolo[3,4-d]pyrimidin-4(5H)-one). Run at temperature 100 celsius, time 4 hour. Product: ClC1=C2C(=NC=N1)N(N=C2)C2=C(C=CC(=C2)F)C (4-chloro-1-(5-fluoro-2-methylphenyl)-1H-pyrazolo [3,4-d]pyrimidine). The yield is 95.4%. As a reaction SMILES: P(Cl)(Cl)([Cl:3])=O.[F:6][C:7]1[CH:8]=[CH:9][C:10]([CH3:23])=[C:11]([N:13]2[C:17]3[N:18]=[CH:19][NH:20][C:21](=O)[C:16]=3[CH:15]=[N:14]2)[CH:12]=1>>[Cl:3][C:21]1[N:20]=[CH:19][N:18]=[C:17]2[N:13]([C:11]3[CH:12]=[C:7]([F:6])[CH:8]=[CH:9][C:10]=3[CH3:23])[N:14]=[CH:15][C:16]=12. Reported procedure: Phosphorus oxychloride (5442 μl, 58.39 mmol) was added to 1-(5-fluoro-2-methylphenyl)-1H-pyrazolo[3,4-d]pyrimidin-4(5H)-one (Intermediate AK2) (713 mg, 2.92 mmol), at ambient temperature. The resulting mixture was heated to 100° C. and stirred for 4 hours. The mixture was allowed to cool to ambient temperature. The reaction mixture was evaporated to near dryness. Dissolved into toluene, evaporated, dissolved, in toluene and evaporated to dryness again. The solid was dried under vacuum to give cr...